Dataset: the Open Reaction Database (ORD), a public repository of structured organic reaction records. Task: describe an organic reaction: reactants, conditions, products, and yield The reactants are ClC(Cl)(OC(OC(Cl)(Cl)Cl)=O)Cl (triphosgene), ClC=1C(=NC=CC1C1=CC=C(C=C1)C)NN (1-(3-chloro-4-p-tolylpyridin-2-yl)hydrazine). The solvent is C1CCOC1 (THF). Reaction conditions: time 16 hour. The product is ClC=1C=2N(C=CC1C1=CC=C(C=C1)C)C(NN2)=O (8-chloro-7-p-tolyl-[1,2,4]triazolo[4,3-a]pyridin-3(2H)-one). Yield: 72.1%. RXN SMILES: Cl[C:2](Cl)([O:4]C(=O)OC(Cl)(Cl)Cl)Cl.[Cl:13][C:14]1[C:15]([NH:27][NH2:28])=[N:16][CH:17]=[CH:18][C:19]=1[C:20]1[CH:25]=[CH:24][C:23]([CH3:26])=[CH:22][CH:21]=1>C1COCC1>[Cl:13][C:14]1[C:15]2[N:16]([C:2](=[O:4])[NH:28][N:27]=2)[CH:17]=[CH:18][C:19]=1[C:20]1[CH:21]=[CH:22][C:23]([CH3:26])=[CH:24][CH:25]=1. Procedure: To a stirred solution of triphosgene (2.64 g, 8.9 mmol) in THF (25 mL) at room temperature under argon was added 1-(3-chloro-4-p-tolylpyridin-2-yl)hydrazine (0.692 g, 3.0 mmol). The reaction mixture was stirred at room temperature for 16 h. Analysis by HPLC/MS indicated that starting material had been consumed. Water (25 mL) was added while stirring. The resulting suspension was heated at 100° C. for 40 h. Upon cooling to room temperature, the desired product was filtered and further washed with...